This data is from the Open Reaction Database (ORD), a public repository of structured organic reaction records. The task is: describe an organic reaction: reactants, conditions, products, and yield Reactants: C1CNCCN1, Clc1nc(N2CCOCC2)c2ncnc(SCc3ccccc3)c2n1, CC(C)=O. The product is c1ccc(CSc2ncnc3c(N4CCOCC4)nc(N4CCNCC4)nc23)cc1. Reaction SMILES: [CH2:1]1[CH2:2][NH:3][CH2:4][CH2:5][NH:6]1.[CH2:7]([c:8]1[cH:9][cH:10][cH:11][cH:12][cH:13]1)[S:14][c:15]1[n:16][cH:17][n:18][c:19]2[c:20]1[n:21][c:22]([Cl:31])[n:23][c:24]2[N:25]1[CH2:26][CH2:27][O:28][CH2:29][CH2:30]1.[CH3:32][C:33](=[O:34])[CH3:35]>>[CH2:1]1[CH2:2][N:3]([c:22]2[n:21][c:20]3[c:15]([S:14][CH2:7][c:8]4[cH:9][cH:10][cH:11][cH:12][cH:13]4)[n:16][cH:17][n:18][c:19]3[c:24]([N:25]3[CH2:26][CH2:27][O:28][CH2:29][CH2:30]3)[n:23]2)[CH2:4][CH2:5][NH:6]1. Starting materials: Cl.C(C)N=C=NCCCN(C)C (1-ethyl-3-(3-dimethylaminopropyl)carbodiimide hydrochloride), OCN1C(N(CC1=O)CC#C)=O (3-hydroxymethyl-1-(2-propynyl)imidazolidine-2,4-dione), C(C)(C)ON=C/C(=C/[C@H]1C([C@@H]1C(=O)O)(C)C)/C ((1R)-trans-3-[(E)-3-isopropoxyimino-2-methyl-1-propenyl]-2,2-dimethylcyclopropanecarboxylic acid), C(Cl)(Cl)Cl (chloroform). Reagents/catalysts: CN(C1=CC=NC=C1)C (4-dimethylaminopyridine). Solvent: [Cl-].[Na+].O (brine). Reaction conditions: time 5 hour. Product: C(C)(C)ON=C/C(=C/[C@H]1C([C@@H]1C(=O)OCN1C(N(CC1=O)CC#C)=O)(C)C)/C (2,5-dioxo-3-(2-propynyl)imidazolidin-1-ylmethyl (1R)-trans-3-[(E)-3-isopropoxyimino-2-methyl-1-propenyl]-2,2-dimethylcyclopropanecarboxylate). Yield: 50.8%. RXN SMILES: [OH:1][CH2:2][N:3]1[C:7](=[O:8])[CH2:6][N:5]([CH2:9][C:10]#[CH:11])[C:4]1=[O:12].[CH:13]([O:16][N:17]=[CH:18]/[C:19](/[CH3:29])=[CH:20]/[C@@H:21]1[C@@H:23]([C:24](O)=[O:25])[C:22]1([CH3:28])[CH3:27])([CH3:15])[CH3:14].C(Cl)(Cl)Cl.Cl.C(N=C=NCCCN(C)C)C>CN(C)C1C=CN=CC=1.[Cl-].[Na+].O>[CH:13]([O:16][N:17]=[CH:18]/[C:19](/[CH3:29])=[CH:20]/[C@@H:21]1[C@@H:23]([C:24]([O:1][CH2:2][N:3]2[C:7](=[O:8])[CH2:6][N:5]([CH2:9][C:10]#[CH:11])[C:4]2=[O:12])=[O:25])[C:22]1([CH3:27])[CH3:28])([CH3:15])[CH3:14] |f:3.4,6.7.8|. Procedure: Under nitrogen atmosphere, to a mixture of 0.17 g of 3-hydroxymethyl-1-(2-propynyl)imidazolidine-2,4-dione, 0.25 g of (1R)-trans-3-[(E)-3-isopropoxyimino-2-methyl-1-propenyl]-2,2-dimethylcyclopropanecarboxylic acid, catalytic amount of 4-dimethylaminopyridine and 5 ml of anhydrous chloroform was added 0.23 g of 1-ethyl-3-(3-dimethylaminopropyl)carbodiimide hydrochloride and the mixture was stirred at room temperature for 5 hours. Thereafter, saturated brine was added to the reaction mixture, and... Starting materials: C1=NN=CC2=CC=CC=C12 (phthalazine), C(C)(C)[C@@H]1CC[C@H](CC1)N (trans 4-isopropyl-cyclohexylamine), C1=NN=CC2=CC=CC=C12 (phthalazine), N (NH3), O (water). Solvent: CCOC(=O)C (EtOAc). Yields the product C(C)(C)[C@@H]1CC[C@H](CC1)NC1=NN=C(C2=CC=CC=C12)CC1=CC(=NC=C1)O (trans 1-(4-Isopropyl-cyclohexylamino)4-[2-hydroxy-(pyridin-4-yl)methyl]-phthalazine). As a reaction SMILES: [CH:1]1[C:10]2[C:5](=[CH:6][CH:7]=[CH:8][CH:9]=2)[CH:4]=[N:3][N:2]=1.[CH:11]([C@H:14]1[CH2:19][CH2:18][C@H:17]([NH2:20])[CH2:16][CH2:15]1)([CH3:13])[CH3:12].[NH3:21].[OH2:22]>CCOC(C)=O>[CH:11]([C@H:14]1[CH2:19][CH2:18][C@H:17]([NH:20][C:1]2[C:10]3[C:5](=[CH:6][CH:7]=[CH:8][CH:9]=3)[C:4]([CH2:4][C:5]3[CH:10]=[CH:9][N:21]=[C:7]([OH:22])[CH:6]=3)=[N:3][N:2]=2)[CH2:16][CH2:15]1)([CH3:13])[CH3:12]. Procedure: trans 1-(4-isoproryl-cyclohexylamino)-4-[2-methoxy-pyridin-4-yl)-methyl]-phthalazine: Under N2 atmosphere, in an ampoule 1.73 g (12 mMol) of trans 4-isopropyl-cyclohexylamine (preparation see Arzneim. Forsch. 1969, 19,140) and 700 mg (2.4 mMol) of 1-chloro-4-[2-methoxy-pyridin-4-yl)methyl]phthalazine are heated during 17 h at 140° C. The reaction mixture is suspended in EtOAc, and 1.5 ml of NH3 solution (25%) and water are added. The isolated aqueous phase is extracted another two times with EtO... Starting materials: Cc1ccc(Br)cc1[N+](=O)[O-], COC(OC)N(C)C, CN(C)C=O. Product: CN(C)C=Cc1ccc(Br)cc1[N+](=O)[O-]. Reaction SMILES: [Br:1][c:2]1[cH:3][c:4]([N+:9](=[O:10])[O-:11])[c:5]([CH3:8])[cH:6][cH:7]1.[CH3:12][O:13][CH:14]([N:15]([CH3:16])[CH3:17])[O:18][CH3:19].[O:20]=[CH:21][N:22]([CH3:23])[CH3:24]>>[Br:1][c:2]1[cH:3][c:4]([N+:9](=[O:10])[O-:11])[c:5]([CH:8]=[CH:14][N:15]([CH3:16])[CH3:17])[cH:6][cH:7]1. Run at temperature 60 celsius, time 2 hour. Run in O (Water). Reactants: FC=1C=C(C=NC1C=1OC2=C(N1)C=CC(=C2)O)OC[C@H](C)NC(OC(C)(C)C)=O (tert-butyl [(1S)-2-{[5-fluoro-6-(6-hydroxy-1,3-benzoxazol-2-yl)pyridin-3-yl]oxy}-1-methylethyl]carbamate), CS(=O)(=O)OCC1CC(C1)(F)F ((3,3-difluorocyclobutyl)methyl methanesulfonate), C([O-])([O-])=O.[K+].[K+] (potassium carbonate), CN(C)C=O (DMF), CS(=O)(=O)OCC1CC(C1)(F)F ((3,3-difluorocyclobutyl)methyl methanesulfonate), C([O-])([O-])=O.[K+].[K+] (potassium carbonate). Procedure: A mixture of tert-butyl [(1S)-2-{[5-fluoro-6-(6-hydroxy-1,3-benzoxazol-2-yl)pyridin-3-yl]oxy}-1-methylethyl]carbamate (770 mg), (3,3-difluorocyclobutyl)methyl methanesulfonate (459 mg), potassium carbonate (317 mg), and DMF (10 mL) was stirred at 60° C. for 2 hr. Then additional (3,3-difluorocyclobutyl)methyl methanesulfonate (459 mg) and potassium carbonate (317 mg) were added, and the mixture was stirred at 60° C. overnight. Water was added, and the mixture was extracted with ethyl acetate. Th... RXN SMILES: [F:1][C:2]1[CH:3]=[C:4]([O:18][CH2:19][C@@H:20]([NH:22][C:23](=[O:29])[O:24][C:25]([CH3:28])([CH3:27])[CH3:26])[CH3:21])[CH:5]=[N:6][C:7]=1[C:8]1[O:9][C:10]2[CH:16]=[C:15]([OH:17])[CH:14]=[CH:13][C:11]=2[N:12]=1.CS(O[CH2:35][CH:36]1[CH2:39][C:38]([F:41])([F:40])[CH2:37]1)(=O)=O.C(=O)([O-])[O-].[K+].[K+].CN(C=O)C>O>[F:40][C:38]1([F:41])[CH2:39][CH:36]([CH2:35][O:17][C:15]2[CH:14]=[CH:13][C:11]3[N:12]=[C:8]([C:7]4[N:6]=[CH:5][C:4]([O:18][CH2:19][C@@H:20]([NH:22][C:23](=[O:29])[O:24][C:25]([CH3:28])([CH3:27])[CH3:26])[CH3:21])=[CH:3][C:2]=4[F:1])[O:9][C:10]=3[CH:16]=2)[CH2:37]1 |f:2.3.4|. The product is FC1(CC(C1)COC1=CC2=C(N=C(O2)C2=C(C=C(C=N2)OC[C@H](C)NC(OC(C)(C)C)=O)F)C=C1)F (tert-butyl {(1S)-2-[(6-{6-[(3,3-difluorocyclobutyl)methoxy]-1,3-benzoxazol-2-yl}-5-fluoropyridin-3-yl)oxy]-1-methylethyl}carbamate). The yield is 80.5%.